From a dataset of the Open Reaction Database (ORD), a public repository of structured organic reaction records. describe an organic reaction: reactants, conditions, products, and yield The reactants are [BH4-], CC(=O)OC1CCC2(CCC(C=O)CC2)CC1, CO, [Cl-], [NH4+], [Na+]. Product: CC(=O)OC1CCC2(CCC(CO)CC2)CC1. Reaction SMILES: [BH4-:1].[C:3]([CH3:4])(=[O:5])[O:6][CH:7]1[CH2:8][CH2:9][C:10]2([CH2:11][CH2:12][CH:13]([CH:16]=[O:17])[CH2:14][CH2:15]2)[CH2:18][CH2:19]1.[CH3:22][OH:23].[Cl-:20].[NH4+:21].[Na+:2]>>[C:3]([CH3:4])(=[O:5])[O:6][CH:7]1[CH2:8][CH2:9][C:10]2([CH2:11][CH2:12][CH:13]([CH2:16][OH:17])[CH2:14][CH2:15]2)[CH2:18][CH2:19]1. Reactants: E1, ClC=1C=C2N(C(N1)=O)CCN2C (7-chloro-1-methyl-2,3-dihydroimidazo[1,2-c]pyrimidin-5(1H)-one), [H-].[Na+] (sodium hydride), FC=1C=C(C=NC1)OC1=C(C#N)C=C(C=C1)CO (2-((5-fluoropyridin-3-yl)oxy)-5-(hydroxymethyl)benzonitrile). The solvent is C1CCOC1 (THF). Product: FC=1C=C(C=NC1)OC1=C(C#N)C=C(C=C1)COC=1C=C2N(C(N1)=O)CCN2C (2-((5-fluoropyridin-3-yl)oxy)-5-(((1-methyl-5-oxo-1,2,3,5-tetrahydroimidazo[1,2-c]pyrimidin-7-yl)oxy)methyl)benzonitrile). Reaction SMILES: [H-].[Na+].[F:3][C:4]1[CH:5]=[C:6]([O:10][C:11]2[CH:18]=[CH:17][C:16]([CH2:19][OH:20])=[CH:15][C:12]=2[C:13]#[N:14])[CH:7]=[N:8][CH:9]=1.Cl[C:22]1[CH:23]=[C:24]2[N:31]([CH3:32])[CH2:30][CH2:29][N:25]2[C:26](=[O:28])[N:27]=1>C1COCC1>[F:3][C:4]1[CH:5]=[C:6]([O:10][C:11]2[CH:18]=[CH:17][C:16]([CH2:19][O:20][C:22]3[CH:23]=[C:24]4[N:31]([CH3:32])[CH2:30][CH2:29][N:25]4[C:26](=[O:28])[N:27]=3)=[CH:15][C:12]=2[C:13]#[N:14])[CH:7]=[N:8][CH:9]=1 |f:0.1|. Procedure details: Prepared in a manner similar to that described for E1 using sodium hydride (9.83 mg, 0.246 mmol), 2-((5-fluoropyridin-3-yl)oxy)-5-(hydroxymethyl)benzonitrile in THF (8 mL) and 7-chloro-1-methyl-2,3-dihydroimidazo[1,2-c]pyrimidin-5(1H)-one (45.6 mg, 0.246 mmol). Starting materials: ClC(Cl)Cl, Fc1ccc(-c2cn3nc(Cl)ccc3n2)cc1, ClI, [Na+], [Na+], O=S([O-])([O-])=S. The product is Fc1ccc(-c2nc3ccc(Cl)nn3c2I)cc1. RXN SMILES: [CH:27]([Cl:28])([Cl:29])[Cl:30].[Cl:1][c:2]1[cH:3][cH:4][c:5]2[n:6]([n:7]1)[cH:8][c:9](-[c:11]1[cH:12][cH:13][c:14]([F:17])[cH:15][cH:16]1)[n:10]2.[I:18][Cl:19].[Na+:25].[Na+:26].[S:20]([O-:21])([O-:22])(=[O:23])=[S:24]>>[Cl:1][c:2]1[cH:3][cH:4][c:5]2[n:6]([n:7]1)[c:8]([I:18])[c:9](-[c:11]1[cH:12][cH:13][c:14]([F:17])[cH:15][cH:16]1)[n:10]2. Reactants: C(C)(C)(C)OC(C1=CC(=CC=C1)NCC1=CC=CC=C1)=O (3-benzylamino-benzoic acid tert-butyl ester). Run in FC(C(=O)O)(F)F.ClCCl (trifluoroacetic acid dichloromethane). Yields the product C(C1=CC=CC=C1)NC=1C=C(C(=O)O)C=CC1 (3-Benzylamino-benzoic acid). As a reaction SMILES: C([O:5][C:6](=[O:21])[C:7]1[CH:12]=[CH:11][CH:10]=[C:9]([NH:13][CH2:14][C:15]2[CH:20]=[CH:19][CH:18]=[CH:17][CH:16]=2)[CH:8]=1)(C)(C)C>FC(F)(F)C(O)=O.ClCCl>[CH2:14]([NH:13][C:9]1[CH:8]=[C:7]([CH:12]=[CH:11][CH:10]=1)[C:6]([OH:21])=[O:5])[C:15]1[CH:16]=[CH:17][CH:18]=[CH:19][CH:20]=1 |f:1.2|. Procedure: A solution of 3-benzylamino-benzoic acid tert-butyl ester (1 g, 3 mmol) in trifluoroacetic acid/dichloromethane (1:5 v/v) (100 ml) was stirred for 16 hrs. The reaction was concentrated to dryness in vacuo to afford the title compound as a white solid. HPLC retention time 2.59 min. Mass spectrum (ES+) m/z 227.8 (M+). The reactants are IC1=CC2=C(N=CN(C2=O)CC2=CC=C(C(=O)O)C=C2)C=N1 (4-(6-Iodo-4-oxo-4H-pyrido[3,4-d]pyrimidin-3-ylmethyl)-benzoic acid), C(C)(C)N(CC)C(C)C (diisopropylethylamine), C1(=CC=CC=C1)CC#C (3-phenyl-1-propyne). Reagents/catalysts: [Cu]I (CuI), Cl[Pd]([P](C1=CC=CC=C1)(C2=CC=CC=C2)C3=CC=CC=C3)([P](C4=CC=CC=C4)(C5=CC=CC=C5)C6=CC=CC=C6)Cl (Pd(PPh3)2Cl2). Solvent: CCOC(=O)C (EtOAc), CN(C)C=O (DMF). Reaction conditions: temperature 50 celsius. Product: C1(=CC=CC=C1)CC#CC1=CC2=C(N=CN(C2=O)CC2=CC=C(C(=O)O)C=C2)C=N1 (4-[6-(3-phenyl-prop-1-ynyl)-4-oxo-4H-pyrido[3,4-d]pyrimidin-3-ylmethyl]-benzoic acid). Reaction SMILES: I[C:2]1[N:22]=[CH:21][C:5]2[N:6]=[CH:7][N:8]([CH2:11][C:12]3[CH:20]=[CH:19][C:15]([C:16]([OH:18])=[O:17])=[CH:14][CH:13]=3)[C:9](=[O:10])[C:4]=2[CH:3]=1.C(N(C(C)C)CC)(C)C.[C:32]1([CH2:38][C:39]#[CH:40])[CH:37]=[CH:36][CH:35]=[CH:34][CH:33]=1>CN(C=O)C.CCOC(C)=O.[Cu]I.Cl[Pd](Cl)([P](C1C=CC=CC=1)(C1C=CC=CC=1)C1C=CC=CC=1)[P](C1C=CC=CC=1)(C1C=CC=CC=1)C1C=CC=CC=1>[C:32]1([CH2:38][C:39]#[C:40][C:2]2[N:22]=[CH:21][C:5]3[N:6]=[CH:7][N:8]([CH2:11][C:12]4[CH:20]=[CH:19][C:15]([C:16]([OH:18])=[O:17])=[CH:14][CH:13]=4)[C:9](=[O:10])[C:4]=3[CH:3]=2)[CH:37]=[CH:36][CH:35]=[CH:34][CH:33]=1 |^1:56,75|. Procedure: To a solution of the compound obtained in Step 1 (0.739 mmol) in 6.5 ml of DMF, is added diisopropylethylamine (0.381 g, 2.96 mmol), CuI (catalytic amount), 3-phenyl-1-propyne (0.120 g, 1.03 mmol), and Pd(PPh3)2Cl2 (catalytic amount). The reaction mixture is warmed to 50° C. for 4 hours. The mixture is then diluted with 150 ml of EtOAc, and washed with 3×100 ml of water, 1×100 ml of brine. The organic layer is then dried over MgSO4 and filtered. The filtrate is concentrated in vacuo. The crude p... Reactants: FC1=CC=C(C=C1)C1=C(C2=C(C(OC2)=O)S1)C1=CC=C(C=C1)SC (2-(4-Fluorophenyl)-3-(4-(methylthio)phenyl)-4H-thieno [2,3-c]furan-6-one), CO (MeOH). The solvent is C(Cl)Cl (CH2Cl2). Reaction conditions: temperature 0 celsius, time 1.5 hour. Yields the product FC1=CC=C(C=C1)C1=C(C2=C(C(OC2)=O)S1)C1=CC=C(C=C1)S(=O)C (2-(4-Fluorophenyl)-3-(4-(methylsulfinyl)phenyl)-4H-thieno [2,3-c]furan-6-one). Reaction SMILES: [F:1][C:2]1[CH:7]=[CH:6][C:5]([C:8]2[S:16][C:11]3[C:12](=[O:15])[O:13][CH2:14][C:10]=3[C:9]=2[C:17]2[CH:22]=[CH:21][C:20]([S:23][CH3:24])=[CH:19][CH:18]=2)=[CH:4][CH:3]=1.C[OH:26]>C(Cl)Cl>[F:1][C:2]1[CH:3]=[CH:4][C:5]([C:8]2[S:16][C:11]3[C:12](=[O:15])[O:13][CH2:14][C:10]=3[C:9]=2[C:17]2[CH:22]=[CH:21][C:20]([S:23]([CH3:24])=[O:26])=[CH:19][CH:18]=2)=[CH:6][CH:7]=1. Procedure: 2-(4-Fluorophenyl)-3-(4-(methylthio)phenyl)-4H-thieno [2,3-c]furan-6-one (548 mg) (from Step 4) was dissolved in 10 mL of 10:1 CH2Cl2 /-MeOH and treated with 476 mg of MPPM at 0° C. After stirring for 15 min at 0° C. and 1.5 h at room temperature, the reaction mixture was quenched with 20 mL of sat. NaHCO3, and extracted with 50 ml of EtOAc. The extract was dried over MgSO4 and concentrated in vacuo. The residue was purified by silica gel chromatography eluted with EtOAc to give 490 mg of the ti... Reactants: [Cl-].N[N+]1=C(N(C=C1)N)C (1,3-diamino-2-methylimidazolium chloride), CN(C1=C(C=C(C=O)C=C1OC)OC)C (4-dimethylamino-3,5-dimethoxy-benzaldehyde). Run in C(C)(=O)O (acetic acid). Conditions: time 48 hour. Product: [Cl-].CN(C1=C(C=C(C=N[N+]2=C(N(C=C2)N=CC2=CC(=C(C(=C2)OC)N(C)C)OC)C)C=C1OC)OC)C (1,3-bis[[4-(dimethylamino)-3,5-dimethoxybenzylidene]amino]-2-methylimidazolium chloride). RXN SMILES: [Cl-:1].[NH2:2][N+:3]1[CH:7]=[CH:6][N:5]([NH2:8])[C:4]=1[CH3:9].[CH3:10][N:11]([CH3:24])[C:12]1[C:19]([O:20][CH3:21])=[CH:18][C:15]([CH:16]=O)=[CH:14][C:13]=1[O:22][CH3:23]>C(O)(=O)C>[Cl-:1].[CH3:10][N:11]([CH3:24])[C:12]1[C:19]([O:20][CH3:21])=[CH:18][C:15]([CH:16]=[N:2][N+:3]2[CH:7]=[CH:6][N:5]([N:8]=[CH:16][C:15]3[CH:18]=[C:19]([O:20][CH3:21])[C:12]([N:11]([CH3:10])[CH3:24])=[C:13]([O:22][CH3:23])[CH:14]=3)[C:4]=2[CH3:9])=[CH:14][C:13]=1[O:22][CH3:23] |f:0.1,4.5|. Reported procedure: 2.2 g of 1,3-diamino-2-methylimidazolium chloride and 6.9 g of 4-dimethylamino-3,5-dimethoxy-benzaldehyde are dissolved in 100 ml of glacial acetic acid, whereupon the solution is stirred at room temperature for 48 hours. The glacial acetic acid is distilled off in vacuo and the residue is dissolved in 100 ml of ethyl acetate. After crystallization sets in a further 300 ml of ethyl acetate are added thereto, whereupon the mixture is cooled to 10°. The crystallized-out material is filtered off un... Reactants: ClCCl, O, CCCCCCOc1ccc(C=Cc2ccc(CO)cc2)cc1, O=S(Cl)Cl. Yields the product CCCCCCOc1ccc(C=Cc2ccc(CCl)cc2)cc1. RXN SMILES: [Cl:29][CH2:30][Cl:31].[OH2:28].[OH:1][CH2:2][c:3]1[cH:4][cH:5][c:6]([CH:9]=[CH:10][c:11]2[cH:12][cH:13][c:14]([O:17][CH2:18][CH2:19][CH2:20][CH2:21][CH2:22][CH3:23])[cH:15][cH:16]2)[cH:7][cH:8]1.[S:24]([Cl:25])([Cl:26])=[O:27]>>[CH2:2]([c:3]1[cH:4][cH:5][c:6]([CH:9]=[CH:10][c:11]2[cH:12][cH:13][c:14]([O:17][CH2:18][CH2:19][CH2:20][CH2:21][CH2:22][CH3:23])[cH:15][cH:16]2)[cH:7][cH:8]1)[Cl:26].